Dataset: the Open Reaction Database (ORD), a public repository of structured organic reaction records. Task: describe an organic reaction: reactants, conditions, products, and yield Starting materials: N([C@@H](CCCNC(N[N+](=O)[O-])=N)C(=O)O)C(=O)OC(C)(C)C (Boc-Arg(NO2)-OH), NN (hydrazine), N([C@@H]([C@@H](C)CC)C(=O)O)C(=O)OC(C)(C)C (Boc-Ile-OH), hexapeptide methyl ester, amino acids, N([C@@H](CC(OCC1=CC=CC=C1)=O)C(=O)O)C(=O)OC(C)(C)C (Boc-Asp(Bzl)-OH), N[C@@H](CCCNC(N[N+](=O)[O-])=N)C(=O)N[C@@H]([C@@H](C)CC)C(=O)NCC(=O)OC.FC(F)(F)C(=O)O (H-Arg(NO2)-Ile-Gly-OCH3.TFA). Product: acetate salt, N([C@@H](CCCNC(N)=N)C(=O)N[C@@H]([C@@H](C)CC)C(=O)N[C@@H](CC(O)=O)C(=O)N[C@@H](CCCNC(N)=N)C(=O)N[C@@H]([C@@H](C)CC)C(=O)NCC(=O)NN)C(=O)OC(C)(C)C (Boc-Arg-Ile-Asp-Arg-Ile-Gly-NHNH2). As a reaction SMILES: [NH:1]([C:17]([O:19]C(C)(C)C)=O)[C@H:2]([C:14]([OH:16])=O)[CH2:3][C:4](=[O:13])[O:5]CC1C=CC=CC=1.[NH:24](C(OC(C)(C)C)=O)[C@H:25](C(O)=O)[C@H:26]([CH2:28][CH3:29])[CH3:27].[NH:40]([C:55]([O:57][C:58]([CH3:61])([CH3:60])[CH3:59])=[O:56])[C@H:41]([C:52]([OH:54])=O)[CH2:42][CH2:43][CH2:44][NH:45][C:46](=[NH:51])[NH:47][N+]([O-])=O.[NH2:62][C@H:63]([C:74]([NH:76][C@H:77]([C:82]([NH:84][CH2:85][C:86]([O:88]C)=O)=[O:83])[C@H:78]([CH2:80][CH3:81])[CH3:79])=[O:75])[CH2:64][CH2:65][CH2:66][NH:67][C:68](=[NH:73])[NH:69][N+]([O-])=O.FC(C(O)=O)(F)F.[NH2:97][NH2:98]>>[NH:40]([C:55]([O:57][C:58]([CH3:61])([CH3:60])[CH3:59])=[O:56])[C@H:41]([C:52]([NH:24][C@H:25]([C:17]([NH:1][C@H:2]([C:14]([NH:62][C@H:63]([C:74]([NH:76][C@H:77]([C:82]([NH:84][CH2:85][C:86]([NH:97][NH2:98])=[O:88])=[O:83])[C@H:78]([CH2:80][CH3:81])[CH3:79])=[O:75])[CH2:64][CH2:65][CH2:66][NH:67][C:68](=[NH:73])[NH2:69])=[O:16])[CH2:3][C:4](=[O:13])[OH:5])=[O:19])[C@H:26]([CH2:28][CH3:29])[CH3:27])=[O:54])[CH2:42][CH2:43][CH2:44][NH:45][C:46](=[NH:51])[NH2:47] |f:3.4|. Procedure details: The hexapeptide fragment containing the amino acid residues Nos. 16-21 is prepared as follows. The tripeptide fragment containing residues Nos. 19-21 is prepared by the solid-phase method as described above, cleaved from the resin support with MeOH-TEA and treated with trifluoroacetic acid (TFA) to obtain the corresponding methyl ester as the TFA salt, H-Arg(NO2)-Ile-Gly-OCH3.TFA (9). The amino acids corresponding to residues No. 18 (as Boc-Asp(Bzl)-OH), No. 17 (as Boc-Ile-OH.1/2H2O), and No. 16... Reactants: CCOC(=O)c1cc(Br)c(OCCO)c(-c2ccc(F)c(Cl)c2)c1, CCCCCCCCCCCCN, C1CCOC1, [Li]CCCC, Cl, O. Product: CCCCCCCCCCCCNC(=O)c1cc(Br)c(OCCO)c(-c2ccc(F)c(Cl)c2)c1. RXN SMILES: [CH2:19]([O:21][C:22](=[O:20])[c:23]1[cH:24][c:25]([Br:41])[c:26]([O:37][CH2:38][CH2:39][OH:40])[c:27](-[c:29]2[cH:30][c:31]([Cl:36])[c:32]([F:35])[cH:33][cH:34]2)[cH:28]1)[CH3:42].[CH2:1]([CH2:2][CH2:3][CH2:4][CH2:5][CH2:6][CH2:7][CH2:8][CH2:9][CH2:10][CH2:11][CH3:12])[NH2:13].[CH2:43]1[O:44][CH2:45][CH2:46][CH2:47]1.[CH3:14][CH2:15][CH2:16][CH2:17][Li:18].[ClH:49].[OH2:48]>>[CH2:1]([CH2:2][CH2:3][CH2:4][CH2:5][CH2:6][CH2:7][CH2:8][CH2:9][CH2:10][CH2:11][CH3:12])[NH:13][C:22](=[O:21])[c:23]1[cH:24][c:25]([Br:41])[c:26]([O:37][CH2:38][CH2:39][OH:40])[c:27](-[c:29]2[cH:30][c:31]([Cl:36])[c:32]([F:35])[cH:33][cH:34]2)[cH:28]1. Reactants: [Al+3], C=CCC(C(=O)NCC)c1ccc(F)cc1, ClCCl, [H-], [H-], [H-], [H-], [Li+], [Mg+2], [Na+], O=S(=O)([O-])[O-], [OH-], O. Product: C=CCC(CNCC)c1ccc(F)cc1. As a reaction SMILES: [Al+3:2].[CH2:7]([CH3:8])[NH:9][C:10]([CH:11]([CH2:12][CH:13]=[CH2:14])[c:15]1[cH:16][cH:17][c:18]([F:21])[cH:19][cH:20]1)=[O:22].[Cl:31][CH2:32][Cl:33].[H-:1].[H-:4].[H-:5].[H-:6].[Li+:3].[Mg+2:25].[Na+:24].[O-:26][S:27]([O-:28])(=[O:29])=[O:30].[OH-:23].[OH2:34]>>[CH2:7]([CH3:8])[NH:9][CH2:10][CH:11]([CH2:12][CH:13]=[CH2:14])[c:15]1[cH:16][cH:17][c:18]([F:21])[cH:19][cH:20]1. Reactants: OC1=C2C(C(=C(OC2=CC(=C1)OC)C1=CC(=C(C=C1)OC(C(C)(C)C)=O)OC)OC)=O (5-hydroxy-3,3',7-trimethoxy-4'-(pivaloyloxy)-flavone), C(C(C)C)(=O)Cl (isobutyryl chloride). Run in N1=CC=CC=C1 (pyridine). Run at time 3 hour. Yields the product C(C(C)C)(=O)OC1=C2C(C(=C(OC2=CC(=C1)OC)C1=CC(=C(C=C1)OC(C(C)(C)C)=O)OC)OC)=O (5-(isobutyryloxy)-3,3',7-trimethoxy-4'-(pivaloyloxy)-flavone). Reaction SMILES: [OH:1][C:2]1[CH:11]=[C:10]([O:12][CH3:13])[CH:9]=[C:8]2[C:3]=1[C:4](=[O:31])[C:5]([O:29][CH3:30])=[C:6]([C:14]1[CH:19]=[CH:18][C:17]([O:20][C:21](=[O:26])[C:22]([CH3:25])([CH3:24])[CH3:23])=[C:16]([O:27][CH3:28])[CH:15]=1)[O:7]2.[C:32](Cl)(=[O:36])[CH:33]([CH3:35])[CH3:34]>N1C=CC=CC=1>[C:32]([O:1][C:2]1[CH:11]=[C:10]([O:12][CH3:13])[CH:9]=[C:8]2[C:3]=1[C:4](=[O:31])[C:5]([O:29][CH3:30])=[C:6]([C:14]1[CH:19]=[CH:18][C:17]([O:20][C:21](=[O:26])[C:22]([CH3:25])([CH3:23])[CH3:24])=[C:16]([O:27][CH3:28])[CH:15]=1)[O:7]2)(=[O:36])[CH:33]([CH3:35])[CH3:34]. Procedure details: To a solution containing 0.2 g of 5-hydroxy-3,3',7-trimethoxy-4'-(pivaloyloxy)-flavone in 3 ml of pyridine was added 0.05 ml of isobutyryl chloride and the mixture was stirred at room temperature for 3 hours. After removal of the solvent by evaporation under reduced pressure, the resulting oily residue was dissolved in 5 ml of a mixed solvent of ethanol and hexane (1:1, v/v). The solution was allowed to stand in a refrigerator overnight, during which time crystallisation occurred. The crystals w...